From a dataset of the Open Reaction Database (ORD), a public repository of structured organic reaction records. describe an organic reaction: reactants, conditions, products, and yield Starting materials: [BH4-], CC(C(=O)CCc1ccc(-c2ccccc2)cc1)C(=O)OC(C)(C)C, CO, Cl, [Na+]. Product: CC(C(=O)OC(C)(C)C)C(O)CCc1ccc(-c2ccccc2)cc1. RXN SMILES: [BH4-:1].[C:3]([CH3:4])([CH3:5])([CH3:6])[O:7][C:8]([CH:9]([C:10]([CH2:11][CH2:12][c:13]1[cH:14][cH:15][c:16](-[c:19]2[cH:20][cH:21][cH:22][cH:23][cH:24]2)[cH:17][cH:18]1)=[O:25])[CH3:26])=[O:27].[CH3:29][OH:30].[ClH:28].[Na+:2]>>[C:3]([CH3:4])([CH3:5])([CH3:6])[O:7][C:8]([CH:9]([CH:10]([CH2:11][CH2:12][c:13]1[cH:14][cH:15][c:16](-[c:19]2[cH:20][cH:21][cH:22][cH:23][cH:24]2)[cH:17][cH:18]1)[OH:25])[CH3:26])=[O:27]. As a reaction SMILES: [ClH:1].Cl.[NH2:3][CH:4]1[CH2:9][CH2:8][N:7]([CH2:10][CH2:11][N:12]2[C:21]3[C:16](=[CH:17][CH:18]=[C:19]([F:22])[CH:20]=3)[N:15]=[CH:14][C:13]2=[O:23])[CH2:6][CH2:5]1.[O:24]=[C:25]1[CH2:30][S:29][C:28]2[CH:31]=[CH:32][C:33]([CH:35]=O)=[N:34][C:27]=2[NH:26]1.C(O[BH-](OC(=O)C)OC(=O)C)(=O)C.[Na+].C(=O)([O-])[O-].[Na+].[Na+]>CO.O.C(N(CC)CC)C.C(Cl)(Cl)Cl>[ClH:1].[ClH:1].[F:22][C:19]1[CH:20]=[C:21]2[C:16]([N:15]=[CH:14][C:13](=[O:23])[N:12]2[CH2:11][CH2:10][N:7]2[CH2:6][CH2:5][CH:4]([NH:3][CH2:35][C:33]3[CH:32]=[CH:31][C:28]4[S:29][CH2:30][C:25](=[O:24])[NH:26][C:27]=4[N:34]=3)[CH2:9][CH2:8]2)=[CH:17][CH:18]=1 |f:0.1.2,4.5,6.7.8,13.14.15|. The reactants are C([O-])([O-])=O.[Na+].[Na+] (sodium carbonate), O=C1NC2=C(SC1)C=CC(=N2)C=O (3-oxo-3,4-dihydro-2H-pyrido[3,2-b][1,4]thiazine-6-carbaldehyde), Cl.Cl.NC1CCN(CC1)CCN1C(C=NC2=CC=C(C=C12)F)=O (1-[2-(4-amino-1-piperidinyl)ethyl]-7-fluoro-2(1H)-quinoxalinone dihydrochloride), O=C1NC2=C(SC1)C=CC(=N2)C=O (3-oxo-3,4-dihydro-2H-pyrido[3,2-b][1,4]thiazine-6-carboxaldehyde), C(C)(=O)O[BH-](OC(C)=O)OC(C)=O.[Na+] (Sodium triacetoxyborohydride), C(C)(=O)O[BH-](OC(C)=O)OC(C)=O.[Na+] (sodium triacetoxyborohydride). Solvent: O (Water), CO (MeOH), C(C)N(CC)CC (triethylamine), C(Cl)(Cl)Cl (chloroform). Run at temperature 70 celsius, time 5 hour. Product: Cl.Cl.FC1=CC=C2N=CC(N(C2=C1)CCN1CCC(CC1)NCC=1C=CC=2SCC(NC2N1)=O)=O (6-[({1-[2-(7-Fluoro-2-oxo-1(2H)-quinoxalinyl)ethyl]-4-piperidinyl}amino)methyl]-2H-pyrido[3,2-b][1,4]thiazin-3(4H)-one dihydrochloride). Reported procedure: A solution of 1-[2-(4-amino-1-piperidinyl)ethyl]-7-fluoro-2(1H)-quinoxalinone dihydrochloride (60 mg; 0.166 mmol) and 3-oxo-3,4-dihydro-2H-pyrido[3,2-b][1,4]thiazine-6-carboxaldehyde (for a synthesis, see WO2004058144, Example 7(d)) (32 mg, 0.166 mmol) in MeOH (3 ml), chloroform (3 ml) and triethylamine (0.06 ml) was stirred at rt for 1 h then heated at 70° C. overnight. It was cooled and sodium triacetoxyborohydride (0.106 g; 0.5 mmol) was added and the mixture was stirred at rt for 5 h. More 3...